This data is from the Open Reaction Database (ORD), a public repository of structured organic reaction records. The task is: describe an organic reaction: reactants, conditions, products, and yield The reactants are CC(=O)C1=CC(=CC=C1)N (3-aminoacetophenone), Cl.N(C1=CC=CC=C1)C1=CC(=NC2=CC=C3C(=C12)NC=N3)C (9-Anilino-7-methyl-1H-imidazo[4,5-f]quinoline Hydrochloride). Run in C(C)O (ethanol). The product is O.Cl.C(C)(=O)C=1C=C(NC2=CC(=NC3=CC=C4C(=C23)NC=N4)C)C=CC1.C(C)(=O)C=1C=C(NC4=CC(=NC2=CC=C3C(=C42)NC=N3)C)C=CC1.Cl (9-(m-Acetylanilino)-7-methyl-1H-imidazo[4,5-f]quinoline Hydrochloride Hemihydrate). Reaction SMILES: [CH3:1][C:2]([C:4]1[CH:9]=[CH:8][CH:7]=[C:6]([NH2:10])[CH:5]=1)=[O:3].[ClH:11].[NH:12]([C:19]1[C:28]2[C:23](=[CH:24][CH:25]=[C:26]3[N:31]=[CH:30][NH:29][C:27]3=2)[N:22]=[C:21]([CH3:32])[CH:20]=1)[C:13]1[CH:18]=[CH:17][CH:16]=[CH:15][CH:14]=1>C(O)C>[OH2:3].[ClH:11].[C:2]([C:4]1[CH:5]=[C:6]([CH:7]=[CH:8][CH:9]=1)[NH:10][C:19]1[C:28]2[C:23](=[CH:24][CH:25]=[C:26]3[N:31]=[CH:30][NH:29][C:27]3=2)[N:22]=[C:21]([CH3:32])[CH:20]=1)(=[O:3])[CH3:1].[C:2]([C:15]1[CH:14]=[C:13]([CH:18]=[CH:17][CH:16]=1)[NH:12][C:19]1[C:28]2[C:23](=[CH:24][CH:25]=[C:26]3[N:31]=[CH:30][NH:29][C:27]3=2)[N:22]=[C:21]([CH3:32])[CH:20]=1)(=[O:3])[CH3:1].[ClH:11] |f:1.2,4.5.6.7.8|. Procedure details: A mixture of 13.5 g. (0.1 m.) of 3-aminoacetophenone, 21.7 g. (0.1 m.) of the compound of Example I, C. and 500 ml. of ethanol was heated at reflux overnight with stirring. The solution was concentrated in vacuo to give 30 g. m.p. 156°-223°C. The crude product was recrystallized from 1000 ml. of MeOH, followed by concentration of the filtrate to the cloud point. The product was oven-dried (100°C) to yield 24 g. m.p. 225° -228°, completely 251°C. Starting materials: [Li+], CCCCCNC(=O)N(C)c1cccc(-c2ccc(CCC(=O)OC)cc2N)c1, C1CCOC1, [OH-]. Yields the product CCCCCNC(=O)N(C)c1cccc(-c2ccc(CCC(=O)O)cc2N)c1. Reaction SMILES: [Li+:30].[NH2:1][c:2]1[c:3](-[c:14]2[cH:15][c:16]([N:20]([C:21](=[O:22])[NH:23][CH2:24][CH2:25][CH2:26][CH2:27][CH3:28])[CH3:29])[cH:17][cH:18][cH:19]2)[cH:4][cH:5][c:6]([CH2:8][CH2:9][C:10](=[O:11])[O:12][CH3:13])[cH:7]1.[O:32]1[CH2:33][CH2:34][CH2:35][CH2:36]1.[OH-:31]>>[NH2:1][c:2]1[c:3](-[c:14]2[cH:15][c:16]([N:20]([C:21](=[O:22])[NH:23][CH2:24][CH2:25][CH2:26][CH2:27][CH3:28])[CH3:29])[cH:17][cH:18][cH:19]2)[cH:4][cH:5][c:6]([CH2:8][CH2:9][C:10](=[O:11])[OH:12])[cH:7]1. Starting materials: CCS(=O)(=O)Cl, Cc1ccc2c(c1)C(C)(C)CC(c1cccc(N)c1)N2, ClCCl, c1ccncc1. The product is CCS(=O)(=O)Nc1cccc(C2CC(C)(C)c3cc(C)ccc3N2)c1. As a reaction SMILES: [CH2:27]([CH3:28])[S:29](=[O:30])(=[O:31])[Cl:32].[CH3:1][C:2]1([CH3:20])[CH2:3][CH:4]([c:13]2[cH:14][c:15]([NH2:19])[cH:16][cH:17][cH:18]2)[NH:5][c:6]2[cH:7][cH:8][c:9]([CH3:12])[cH:10][c:11]21.[Cl:33][CH2:34][Cl:35].[cH:21]1[cH:22][cH:23][n:24][cH:25][cH:26]1>>[CH3:1][C:2]1([CH3:20])[CH2:3][CH:4]([c:13]2[cH:14][c:15]([NH:19][S:29]([CH2:27][CH3:28])(=[O:30])=[O:31])[cH:16][cH:17][cH:18]2)[NH:5][c:6]2[cH:7][cH:8][c:9]([CH3:12])[cH:10][c:11]21. Starting materials: O=C([O-])[O-], COC(=O)C(C)Oc1ncccc1OC(C)=O, CO, [K+], [K+], O. Product: COC(=O)C(C)Oc1ncccc1O. RXN SMILES: [C:18](=[O:19])([O-:20])[O-:21].[C:1](=[O:2])([CH3:3])[O:4][c:5]1[c:6]([O:11][CH:12]([CH3:13])[C:14](=[O:15])[O:16][CH3:17])[n:7][cH:8][cH:9][cH:10]1.[CH3:24][OH:25].[K+:22].[K+:23].[OH2:26]>>[OH:4][c:5]1[c:6]([O:11][CH:12]([CH3:13])[C:14](=[O:15])[O:16][CH3:17])[n:7][cH:8][cH:9][cH:10]1. RXN SMILES: [CH3:43][CH2:44][OH:45].[Cl:1][c:2]1[cH:3][cH:4][cH:5][c:6]2[n:7]1[cH:8][c:9]([CH2:11][O:12][c:13]1[n:14][cH:15][cH:16][c:17]([CH2:19][n:20]3[n:21][c:22]([O:32][CH2:33][CH3:34])[c:23]([CH2:25][CH2:26][C:27](=[O:28])[O:29][CH2:30][CH3:31])[cH:24]3)[cH:18]1)[n:10]2.[ClH:42].[Na+:36].[O:37]1[CH2:38][CH2:39][CH2:40][CH2:41]1.[OH-:35]>>[Cl:1][c:2]1[cH:3][cH:4][cH:5][c:6]2[n:7]1[cH:8][c:9]([CH2:11][O:12][c:13]1[n:14][cH:15][cH:16][c:17]([CH2:19][n:20]3[n:21][c:22]([O:32][CH2:33][CH3:34])[c:23]([CH2:25][CH2:26][C:27](=[O:28])[OH:29])[cH:24]3)[cH:18]1)[n:10]2. Reactants: CCO, CCOC(=O)CCc1cn(Cc2ccnc(OCc3cn4c(Cl)cccc4n3)c2)nc1OCC, Cl, [Na+], C1CCOC1, [OH-]. Yields the product CCOc1nn(Cc2ccnc(OCc3cn4c(Cl)cccc4n3)c2)cc1CCC(=O)O. Starting materials: C(C)N(CCCCCSC1=CC=C(C=C1)SCCCCCN(CC)CC)CC (1,4-bis(5-diethylaminopentylthio)benzene), C(C)O (ethanol), C(C)I (ethyl iodide). Reaction conditions: time 3 hour. Yields the product [I-].[I-].C(C)[N+](CCCCCSC1=CC=C(C=C1)SCCCCC[N+](CC)(CC)CC)(CC)CC (1,4-Bis(5-triethylammoniopentylthio)benzene diiodide). Reaction SMILES: [CH2:1]([N:3]([CH2:27][CH3:28])[CH2:4][CH2:5][CH2:6][CH2:7][CH2:8][S:9][C:10]1[CH:15]=[CH:14][C:13]([S:16][CH2:17][CH2:18][CH2:19][CH2:20][CH2:21][N:22]([CH2:25][CH3:26])[CH2:23][CH3:24])=[CH:12][CH:11]=1)[CH3:2].[CH2:29]([I:31])[CH3:30].[CH2:32](O)[CH3:33]>>[I-:31].[I-:31].[CH2:27]([N+:3]([CH2:29][CH3:30])([CH2:1][CH3:2])[CH2:4][CH2:5][CH2:6][CH2:7][CH2:8][S:9][C:10]1[CH:11]=[CH:12][C:13]([S:16][CH2:17][CH2:18][CH2:19][CH2:20][CH2:21][N+:22]([CH2:32][CH3:33])([CH2:23][CH3:24])[CH2:25][CH3:26])=[CH:14][CH:15]=1)[CH3:28] |f:3.4.5|. Reported procedure: First, 510 mg of 1,4-bis(5-diethylaminopentylthio)benzene was dissolved in 5 ml of absolute ethanol, and after adding 960 μl of ethyl iodide, the mixture was refluxed for 4 hours, then cooled and evaporated under a reduced pressure to remove the ethanol. After adding 5 ml of acetone, the mixture was stirred at a room temperature for 3 hours and allowed to stand in a freezer overnight. The resulting crystal was collected by filtration, washed with acetone and dried under a reduced pressure to obt...